This data is from the Open Reaction Database (ORD), a public repository of structured organic reaction records. The task is: describe an organic reaction: reactants, conditions, products, and yield Starting materials: CC(C)(C)C(=O)Cl, COCCOC, On1nnc2ccccc21, c1ccncc1. Product: CC(C)(C)C(=O)On1nnc2ccccc21. As a reaction SMILES: [C:17]([C:18]([CH3:19])([CH3:20])[CH3:21])(=[O:22])[Cl:23].[CH3:11][O:12][CH2:13][CH2:14][O:15][CH3:16].[OH:1][n:2]1[n:3][n:4][c:5]2[c:6]1[cH:7][cH:8][cH:9][cH:10]2.[cH:24]1[cH:25][cH:26][n:27][cH:28][cH:29]1>>[O:1]([n:2]1[n:3][n:4][c:5]2[c:6]1[cH:7][cH:8][cH:9][cH:10]2)[C:17]([C:18]([CH3:19])([CH3:20])[CH3:21])=[O:22]. The reactants are FC(C(=O)O)(F)F (Trifluoroacetic acid), BrC=1C=C2N(N=CC(=C2N[C@H]2[C@@H]([C@@H]3[C@@H](CN(C3)C(=O)OC(C)(C)C)C2)C)C(N)=O)C1 ((3 aS,4R,5R,6aS)-tert-butyl 5-(6-bromo-3-carbamoylpyrrolo[1,2-b]pyridazin-4-ylamino)-4-methylhexahydrocyclopenta[c]pyrrole-2(1H)-carboxylate). Solvent: ClCCl (dichloromethane). Conditions: time 1 hour. The product is OC(=O)C(F)(F)F.BrC=1C=C2N(N=CC(=C2N[C@H]2[C@@H]([C@@H]3[C@@H](CNC3)C2)C)C(=O)N)C1 (6-bromo-4-(((3aS,4R,5R,6aS)-4-methyloctahydrocyclopenta[c]pyrrol-5-yl)amino)pyrrolo[1,2-b]pyridazine-3-carboxamide TFA salt). Isolated yield 99.0%. Reaction SMILES: [F:1][C:2]([F:7])([F:6])[C:3]([OH:5])=[O:4].[Br:8][C:9]1[CH:10]=[C:11]2[C:16]([NH:17][C@@H:18]3[CH2:32][C@@H:21]4[CH2:22][N:23](C(OC(C)(C)C)=O)[CH2:24][C@@H:20]4[C@H:19]3[CH3:33])=[C:15]([C:34](=[O:36])[NH2:35])[CH:14]=[N:13][N:12]2[CH:37]=1>ClCCl>[OH:5][C:3]([C:2]([F:7])([F:6])[F:1])=[O:4].[Br:8][C:9]1[CH:10]=[C:11]2[C:16]([NH:17][C@@H:18]3[CH2:32][C@@H:21]4[CH2:22][NH:23][CH2:24][C@@H:20]4[C@H:19]3[CH3:33])=[C:15]([C:34]([NH2:35])=[O:36])[CH:14]=[N:13][N:12]2[CH:37]=1 |f:3.4|. Procedure: Trifluoroacetic acid (1 mL, 12.98 mmol) was added to a solution of (3 aS,4R,5R,6aS)-tert-butyl 5-(6-bromo-3-carbamoylpyrrolo[1,2-b]pyridazin-4-ylamino)-4-methylhexahydrocyclopenta[c]pyrrole-2(1H)-carboxylate (250 mg, 0.523 mmol) in dichloromethane (2 mL). After stirring for 1 h at room temperature, the mixture was concentrated and dried under high vacuum to give 6-bromo-4-(((3aS,4R,5R,6aS)-4-methyloctahydrocyclopenta[c]pyrrol-5-yl)amino)pyrrolo[1,2-b]pyridazine-3-carboxamide TFA salt (255 mg). 1...